Dataset: the Open Reaction Database (ORD), a public repository of structured organic reaction records. Task: describe an organic reaction: reactants, conditions, products, and yield Starting materials: ClCCCCC1=CNC2=CC=C(C=C12)NC(=O)N (3-(4-chlorobutyl)-5-indolylurea), C1(=CC=CC=C1)N1CCNCC1 (1-phenylpiperazine). Run in C(C)#N (acetonitrile). The product is Cl.C1(=CC=CC=C1)N1CCN(CC1)CCCCC1=CNC2=CC=C(C=C12)NC(=O)N (3-[4-(4-phenylpiperazino)butyl]-5-indolylurea, hydrochloride). As a reaction SMILES: [Cl:1][CH2:2][CH2:3][CH2:4][CH2:5][C:6]1[C:14]2[C:9](=[CH:10][CH:11]=[C:12]([NH:15][C:16]([NH2:18])=[O:17])[CH:13]=2)[NH:8][CH:7]=1.[C:19]1([N:25]2[CH2:30][CH2:29][NH:28][CH2:27][CH2:26]2)[CH:24]=[CH:23][CH:22]=[CH:21][CH:20]=1>C(#N)C>[ClH:1].[C:19]1([N:25]2[CH2:30][CH2:29][N:28]([CH2:2][CH2:3][CH2:4][CH2:5][C:6]3[C:14]4[C:9](=[CH:10][CH:11]=[C:12]([NH:15][C:16]([NH2:18])=[O:17])[CH:13]=4)[NH:8][CH:7]=3)[CH2:27][CH2:26]2)[CH:24]=[CH:23][CH:22]=[CH:21][CH:20]=1 |f:3.4|. Reported procedure: A solution of 2.6 g of 3-(4-chlorobutyl)-5-indolylurea [obtainable by reacting 5-nitroindole with 4-chlorobutyryl chloride to give 3-(4-chlorobutyryl)-5nitroindole, reduction with diborane to give 3-(4-chlorobutyl)-5-nitroindole hydrogenation to 3-(4-chlorobutyl)-5-aminoindole and reaction with KCNO] and 16.3 g of 1-phenylpiperazine in ("A") in 200 ml of acetonitrile is stirred for 12 hours at 20° and worked up in a conventional manner to give 3-[4-(4-phenylpiperazino)butyl]-5-indolylurea, hydro... Starting materials: ClCCl, COC(=O)N=C=O, Cc1c(Cl)ccc2sc(N)nc12, C1CCOC1. The product is COC(=O)NC(=O)Nc1nc2c(C)c(Cl)ccc2s1. As a reaction SMILES: [CH2:8]([Cl:9])[Cl:10].[CH3:1][O:2][C:3](=[O:4])[N:5]=[C:6]=[O:7].[NH2:11][c:12]1[s:13][c:14]2[c:15]([n:16]1)[c:17]([CH3:22])[c:18]([Cl:21])[cH:19][cH:20]2.[O:23]1[CH2:24][CH2:25][CH2:26][CH2:27]1>>[CH3:1][O:2][C:3](=[O:4])[NH:5][C:6](=[O:7])[NH:11][c:12]1[s:13][c:14]2[c:15]([n:16]1)[c:17]([CH3:22])[c:18]([Cl:21])[cH:19][cH:20]2. The reactants are C(C1=CC=CO1)=O (furfuraldehyde), C(C1=CC=CO1)=CC=CC(C=CC=CC1=CC=CO1)=O (1,7-Bis-(furfurylidene)-hepta-2,5-dien-4-one), CC(=O)C (acetone). Product: aldehyde, C(C1=CC=CO1)=O (furfuraldehyde), C(C)=O (acetaldehyde). RXN SMILES: C(=CC=CC(=O)C=CC=CC1OC=CC=1)C1[O:6][CH:5]=[CH:4]C=1.[CH:21](=[O:27])[C:22]1[O:26][CH:25]=[CH:24][CH:23]=1.CC(C)=O>>[CH:21](=[O:27])[C:22]1[O:26][CH:25]=[CH:24][CH:23]=1.[CH:5](=[O:6])[CH3:4]. Procedure: 1,7-Bis-(furfurylidene)-hepta-2,5-dien-4-one is used as the furfuraldehyde derivative. This product is obtained by reaction of one mol of acetone with 2 mols of the aldehyde resulting from the reaction of one mol of furfuraldehyde with 1 mol of acetaldehyde. The reactants are CC(=O)OC(C)=O, CC(N)=O, CC(=O)O, COc1ccc(N)cc1OC. Product: COc1ccc(NC(C)=O)cc1OC. RXN SMILES: [CH3:12][C:13](=[O:14])[O:15][C:16](=[O:17])[CH3:18].[CH3:19][C:20](=[O:21])[NH2:22].[CH3:23][C:24](=[O:25])[OH:26].[NH2:1][c:2]1[cH:3][c:4]([O:10][CH3:11])[c:5]([O:8][CH3:9])[cH:6][cH:7]1>>[NH:1]([c:2]1[cH:3][c:4]([O:10][CH3:11])[c:5]([O:8][CH3:9])[cH:6][cH:7]1)[C:13]([CH3:12])=[O:14]. Reactants: CSc1nccc(-c2cc(C)ccc2NC(=O)C(C)(C)C)n1, CC(=O)O, Cl. The product is CSc1nccc(-c2cc(C)ccc2N)n1. As a reaction SMILES: [CH3:1][C:2]([CH3:3])([CH3:4])[C:21]([NH:5][c:6]1[c:7](-[c:13]2[n:14][c:15]([S:19][CH3:20])[n:16][cH:17][cH:18]2)[cH:8][c:9]([CH3:12])[cH:10][cH:11]1)=[O:22].[CH3:24][C:25](=[O:26])[OH:27].[ClH:23]>>[NH2:5][c:6]1[c:7](-[c:13]2[n:14][c:15]([S:19][CH3:20])[n:16][cH:17][cH:18]2)[cH:8][c:9]([CH3:12])[cH:10][cH:11]1.